Dataset: the Open Reaction Database (ORD), a public repository of structured organic reaction records. Task: describe an organic reaction: reactants, conditions, products, and yield Reactants: CCCCCCCCCCCCOc1ccc(C(=O)Oc2ccc(C=O)cc2)cc1, CC(=O)O, O=[Cr](=O)=O, O. Product: CCCCCCCCCCCCOc1ccc(C(=O)Oc2ccc(C(=O)O)cc2)cc1. Reaction SMILES: [CH2:1]([CH2:2][CH2:3][CH2:4][CH2:5][CH2:6][CH2:7][CH2:8][CH2:9][CH2:10][CH2:11][CH3:12])[O:13][c:14]1[cH:15][cH:16][c:17]([C:18](=[O:19])[O:20][c:21]2[cH:22][cH:23][c:24]([CH:25]=[O:26])[cH:27][cH:28]2)[cH:29][cH:30]1.[CH3:36][C:37](=[O:38])[OH:39].[O:31]=[Cr:32](=[O:33])=[O:34].[OH2:35]>>[CH2:1]([CH2:2][CH2:3][CH2:4][CH2:5][CH2:6][CH2:7][CH2:8][CH2:9][CH2:10][CH2:11][CH3:12])[O:13][c:14]1[cH:15][cH:16][c:17]([C:18](=[O:19])[O:20][c:21]2[cH:22][cH:23][c:24]([C:25](=[O:26])[OH:31])[cH:27][cH:28]2)[cH:29][cH:30]1. Reactants: CO, N, [Ni], O, N#Cc1cccnc1-n1cncn1. Yields the product NCc1cccnc1-n1cncn1. RXN SMILES: [CH3:16][OH:17].[NH3:15].[Ni:18].[OH2:14].[n:1]1(-[c:6]2[c:7]([C:8]#[N:9])[cH:10][cH:11][cH:12][n:13]2)[n:2][cH:3][n:4][cH:5]1>>[n:1]1(-[c:6]2[c:7]([CH2:8][NH2:9])[cH:10][cH:11][cH:12][n:13]2)[n:2][cH:3][n:4][cH:5]1. Starting materials: C(C)(C)(C)OC(NC(CC)C(C(NOC(C1=CC=CC=C1)=O)=N)O)=O ({1-[Hydroxy-(N-benzoyloxycarbamimidoyl)-methyl]-propyl}-carbamic acid tert-butyl ester), FC(C(=O)O)(F)F (trifluoroacetic acid). Run in COCCOCCOC (diglyme), ClCCl (dichloromethane). Yields the product NC(C(O)C1=NOC(=N1)C1=CC=CC=C1)CC (2-amino-1-(5-phenyl-[1,2,4]oxadiazol-3-yl)-butan-1-ol). Isolated yield 29.9%. Reaction SMILES: C(OC(=O)[NH:7][CH:8]([CH:11]([OH:24])[C:12](=[NH:23])[NH:13][O:14][C:15](=O)[C:16]1[CH:21]=[CH:20][CH:19]=[CH:18][CH:17]=1)[CH2:9][CH3:10])(C)(C)C.FC(F)(F)C(O)=O>COCCOCCOC.ClCCl>[NH2:7][CH:8]([CH2:9][CH3:10])[CH:11]([C:12]1[N:23]=[C:15]([C:16]2[CH:21]=[CH:20][CH:19]=[CH:18][CH:17]=2)[O:14][N:13]=1)[OH:24]. Procedure: A solution of (3) (1.5 g, 4.3 mmol) in diglyme was heated at 150° C. in a microwave reactor (Smith Creator, S00219) for 40 minutes. Solvent evaporated under vacuum in Genevac Evaporator at 80° C. for 3 hours to give a brown solid. This was taken in dichloromethane (40 ml) and treated with trifluoroacetic acid at room temperature for 2 hours. Solvent evaporated to dryness under reduced pressure, crude taken in water, washed with DCM, aqueous layer basified with 1M NaOH solution and extracted with... Starting materials: CC(Oc1cc(-n2cnc3cnc(COS(C)(=O)=O)cc32)sc1C(N)=O)c1ccccc1C(F)(F)F, CC(C)N1CCNCC1, ClCCl. The product is CC(Oc1cc(-n2cnc3cnc(CN4CCN(C(C)C)CC4)cc32)sc1C(N)=O)c1ccccc1C(F)(F)F. RXN SMILES: [CH3:1][S:2]([O:3][CH2:6][c:7]1[cH:8][c:9]2[c:10]([cH:11][n:12]1)[n:13][cH:14][n:15]2-[c:16]1[s:17][c:18]([C:34]([NH2:35])=[O:36])[c:19]([O:21][CH:22]([CH3:23])[c:24]2[c:25]([C:30]([F:31])([F:32])[F:33])[cH:26][cH:27][cH:28][cH:29]2)[cH:20]1)(=[O:4])=[O:5].[CH:37]([CH3:38])([CH3:39])[N:40]1[CH2:41][CH2:42][NH:43][CH2:44][CH2:45]1.[Cl:46][CH2:47][Cl:48]>>[CH2:6]([c:7]1[cH:8][c:9]2[c:10]([cH:11][n:12]1)[n:13][cH:14][n:15]2-[c:16]1[s:17][c:18]([C:34]([NH2:35])=[O:36])[c:19]([O:21][CH:22]([CH3:23])[c:24]2[c:25]([C:30]([F:31])([F:32])[F:33])[cH:26][cH:27][cH:28][cH:29]2)[cH:20]1)[N:43]1[CH2:42][CH2:41][N:40]([CH:37]([CH3:38])[CH3:39])[CH2:45][CH2:44]1. Starting materials: C(C1=CC=CC=C1)OCCC(CO)NC(OC(C)(C)C)=O (tert-Butyl 3-(benzyloxy)-1-(hydroxymethyl)propylcarbamate), Cl (hydrochloric acid). The solvent is O1CCOCC1 (dioxane). Run at time 3 hour. Yields the product Cl.NC(CO)CCOCC1=CC=CC=C1 (2-Amino-4-(benzyloxy)butan-1-ol hydrochloride). As a reaction SMILES: [CH2:1]([O:8][CH2:9][CH2:10][CH:11]([NH:14]C(=O)OC(C)(C)C)[CH2:12][OH:13])[C:2]1[CH:7]=[CH:6][CH:5]=[CH:4][CH:3]=1.[ClH:22]>O1CCOCC1>[ClH:22].[NH2:14][CH:11]([CH2:10][CH2:9][O:8][CH2:1][C:2]1[CH:7]=[CH:6][CH:5]=[CH:4][CH:3]=1)[CH2:12][OH:13] |f:3.4|. Reported procedure: tert-Butyl 3-(benzyloxy)-1-(hydroxymethyl)propylcarbamate (5 g, 17 mmol) is dissolved in 4 N hydrochloric acid in dioxane (21 mL) and stirred for 3 h at room temperature. The solution is concentrated under reduced pressure to give the title compound in pure form. ESI MS m/z 196.1 [M+H]+.